Dataset: the Open Reaction Database (ORD), a public repository of structured organic reaction records. Task: describe an organic reaction: reactants, conditions, products, and yield Starting materials: CC(C)(C)OC(=O)N1CCCN(C(=O)N2CCOCC2)CC1, CO, ClCCl, Cl. The product is Cl, O=C(N1CCCNCC1)N1CCOCC1. Reaction SMILES: [C:1]([O:2][C:3](=[O:4])[N:8]1[CH2:9][CH2:10][N:11]([C:15](=[O:16])[N:17]2[CH2:18][CH2:19][O:20][CH2:21][CH2:22]2)[CH2:12][CH2:13][CH2:14]1)([CH3:5])([CH3:6])[CH3:7].[CH3:24][OH:25].[Cl:26][CH2:27][Cl:28].[ClH:23]>>[ClH:23].[NH:8]1[CH2:9][CH2:10][N:11]([C:15](=[O:16])[N:17]2[CH2:18][CH2:19][O:20][CH2:21][CH2:22]2)[CH2:12][CH2:13][CH2:14]1.